Dataset: the Open Reaction Database (ORD), a public repository of structured organic reaction records. Task: describe an organic reaction: reactants, conditions, products, and yield Starting materials: [H-].[Na+] (Sodium hydride), Cl (hydrochloric acid), BrCCCCC(=O)OCC (ethyl 5-bromopentanoate), FC1=C(C=C(C2=C1N=C(S2)S)F)F (4,5,7-trifluoro-2-mercaptobenzothiazole), resultant mixture. The solvent is CN(C)C=O (DMF), CN(C)C=O (DMF), CN(C)C=O (DMF), O (water). Product: C(C)OC(CCCCSC=1SC2=C(N1)C(=C(C=C2F)F)F)=O (5-(4,5,7-trifluorobenzothiazol-2-ylthio)pentanoic acid ethyl ester). Yield: 63.0%. Reaction SMILES: [H-].[Na+].[F:3][C:4]1[C:9]2[N:10]=[C:11]([SH:13])[S:12][C:8]=2[C:7]([F:14])=[CH:6][C:5]=1[F:15].Br[CH2:17][CH2:18][CH2:19][CH2:20][C:21]([O:23][CH2:24][CH3:25])=[O:22].Cl>CN(C=O)C.O>[CH2:24]([O:23][C:21](=[O:22])[CH2:20][CH2:19][CH2:18][CH2:17][S:13][C:11]1[S:12][C:8]2[C:7]([F:14])=[CH:6][C:5]([F:15])=[C:4]([F:3])[C:9]=2[N:10]=1)[CH3:25] |f:0.1|. Procedure details: Sodium hydride (60% in oil, 220 mg, 5.5 mmol) was suspended in DMF (2 ml) and the suspension was stirred on a water bath. To the suspension was added dropwise a solution of 4,5,7-trifluoro-2-mercaptobenzothiazole (1.1 g, 5 mmol) in DMF (5 ml) under ice cooling and the mixture was stirred for 30 min. at room temperature and then cooled on a water bath. To the cooled mixture was added dropwise a solution of ethyl 5-bromopentanoate (1.05 g, 5 mmol) in DMF (3 ml) and the mixture was stirred for 2 ho... Reactants: [Cl-].ClC(C1OC2=C(C(O1)C(Cl)(Cl)Cl)C=C(C=C2)[N+]#N)(Cl)Cl (2,4-bis(trichloromethyl)benzo[1,3]dioxin-6-diazonium chloride), S(O)(O)(=O)=O (sulphuric acid). Run in O (water). Reaction conditions: temperature 160 celsius. Yields the product OC=1C=CC2=C(C(OC(O2)C(Cl)(Cl)Cl)C(Cl)(Cl)Cl)C1 (6-hydroxy-2,4-bis(trichloromethyl)benzo[1,3]dioxin). Reaction SMILES: [Cl-].[Cl:2][C:3]([Cl:21])([Cl:20])[CH:4]1[O:9][CH:8]([C:10]([Cl:13])([Cl:12])[Cl:11])[C:7]2[CH:14]=[C:15]([N+]#N)[CH:16]=[CH:17][C:6]=2[O:5]1.S(=O)(=O)(O)[OH:23]>O>[OH:23][C:15]1[CH:16]=[CH:17][C:6]2[O:5][CH:4]([C:3]([Cl:21])([Cl:20])[Cl:2])[O:9][CH:8]([C:10]([Cl:13])([Cl:12])[Cl:11])[C:7]=2[CH:14]=1 |f:0.1|. Procedure details: A mixture of 2,4-bis(trichloromethyl)benzo[1,3]dioxin-6-diazonium chloride (5 g.) concentrated sulphuric acid (125 ml.) and water (125 ml.) was stirred and heated at 160° C. for 20 minutes. The reaction mixture was cooled to ambient temperature and the product was filtered off, washed with water, and crystallised from cyclohexane, to give 6-hydroxy-2,4-bis(trichloromethyl)benzo[1,3]dioxin, m.p. 167°-169° C. Starting materials: CC(Oc1ccc(Cl)cn1)C1CN(Cc2ccccc2)CC1c1ccc(F)cc1F, Cc1ccccc1, CCN(C(C)C)C(C)C, CC(Cl)OC(=O)Cl. Yields the product CC(Oc1ccc(Cl)cn1)C1CNCC1c1ccc(F)cc1F. RXN SMILES: [CH2:1]([c:2]1[cH:3][cH:4][cH:5][cH:6][cH:7]1)[N:8]1[CH2:9][CH:10]([CH:21]([CH3:22])[O:23][c:24]2[n:25][cH:26][c:27]([Cl:30])[cH:28][cH:29]2)[CH:11]([c:13]2[c:14]([F:20])[cH:15][c:16]([F:19])[cH:17][cH:18]2)[CH2:12]1.[CH3:47][c:48]1[cH:49][cH:50][cH:51][cH:52][cH:53]1.[CH:38]([N:39]([CH2:40][CH3:41])[CH:42]([CH3:43])[CH3:44])([CH3:45])[CH3:46].[Cl:31][C:32]([O:33][CH:34]([Cl:35])[CH3:36])=[O:37]>>[NH:8]1[CH2:9][CH:10]([CH:21]([CH3:22])[O:23][c:24]2[n:25][cH:26][c:27]([Cl:30])[cH:28][cH:29]2)[CH:11]([c:13]2[c:14]([F:20])[cH:15][c:16]([F:19])[cH:17][cH:18]2)[CH2:12]1. Run in N1=CC=CC=C1 (pyridine). Reported procedure: Propionyl chloride (0.042 mL, 0.48 mmol) was added to a solution of 3-[6-Chloro-7-fluoro-1-(N-hydroxycarbamimidoyl)-2-methyl-1H-indol-3-ylsulfanyl]-benzoic acid ethyl ester (0.12 g, 0.24 mmol) in pyridine (2 mL) at room temperature. The resulting mixture was heated to 80° C. and stirred for overnight, then cooled to room temeperature and subjected to standard aqueous workup. The crude residue was purified on silica gel (0-60% EtOAc in hexanes) to afford the title compound. The reactants are C(CC)(=O)Cl (Propionyl chloride), C(C)OC(C1=CC(=CC=C1)SC1=C(N(C2=C(C(=CC=C12)Cl)F)C(NO)=N)C)=O (3-[6-Chloro-7-fluoro-1-(N-hydroxycarbamimidoyl)-2-methyl-1H-indol-3-ylsulfanyl]-benzoic acid ethyl ester). Reaction SMILES: [C:1](Cl)(=O)[CH2:2][CH3:3].[CH2:6]([O:8][C:9](=[O:33])[C:10]1[CH:15]=[CH:14][CH:13]=[C:12]([S:16][C:17]2[C:25]3[C:20](=[C:21]([F:27])[C:22]([Cl:26])=[CH:23][CH:24]=3)[N:19]([C:28](=[NH:31])[NH:29][OH:30])[C:18]=2[CH3:32])[CH:11]=1)[CH3:7]>N1C=CC=CC=1>[CH2:6]([O:8][C:9](=[O:33])[C:10]1[CH:15]=[CH:14][CH:13]=[C:12]([S:16][C:17]2[C:25]3[C:20](=[C:21]([F:27])[C:22]([Cl:26])=[CH:23][CH:24]=3)[N:19]([C:28]3[N:31]=[C:1]([CH2:2][CH3:3])[O:30][N:29]=3)[C:18]=2[CH3:32])[CH:11]=1)[CH3:7]. Product: C(C)OC(C1=CC(=CC=C1)SC1=C(N(C2=C(C(=CC=C12)Cl)F)C1=NOC(=N1)CC)C)=O (3-[6-Chloro-1-(5-ethyl-1,2,4-oxadiazol-3-yl)-7-fluoro-2-methyl-1H-indol-3-ylsulfanyl]-benzoic acid ethyl ester). Reaction conditions: temperature 80 celsius, time 8 hour. The reactants are O=C(O)C(F)(F)F, Cc1ccc2c(c1)N(CC(=O)c1ccccc1C)C(=O)C(NC(=O)Nc1cccc(C(=O)OC(C)(C)C)c1)CN2C(=O)c1cccs1. Product: Cc1ccc2c(c1)N(CC(=O)c1ccccc1C)C(=O)C(NC(=O)Nc1cccc(C(=O)O)c1)CN2C(=O)c1cccs1. RXN SMILES: [OH:48][C:49]([C:50]([F:51])([F:52])[F:53])=[O:54].[c:1]1([CH3:47])[c:2]([C:7](=[O:8])[CH2:9][N:10]2[C:11](=[O:46])[CH:12]([NH:29][C:30](=[O:31])[NH:32][c:33]3[cH:34][c:35]([C:39](=[O:40])[O:41][C:42]([CH3:43])([CH3:44])[CH3:45])[cH:36][cH:37][cH:38]3)[CH2:13][N:14]([C:22]([c:23]3[cH:24][cH:25][cH:26][s:27]3)=[O:28])[c:15]3[c:16]2[cH:17][c:18]([CH3:21])[cH:19][cH:20]3)[cH:3][cH:4][cH:5][cH:6]1>>[c:1]1([CH3:47])[c:2]([C:7](=[O:8])[CH2:9][N:10]2[C:11](=[O:46])[CH:12]([NH:29][C:30](=[O:31])[NH:32][c:33]3[cH:34][c:35]([C:39](=[O:40])[OH:41])[cH:36][cH:37][cH:38]3)[CH2:13][N:14]([C:22]([c:23]3[cH:24][cH:25][cH:26][s:27]3)=[O:28])[c:15]3[c:16]2[cH:17][c:18]([CH3:21])[cH:19][cH:20]3)[cH:3][cH:4][cH:5][cH:6]1. Starting materials: C1(=CC=CC=C1)C (toluene), CS(=O)(=O)OCC(OC1OCCCC1)C1=CC=C(C=C1)Cl (2-(4-chlorophenyl)-2-(3,4,5,6-tetrahydro-[2H]-pyran-2-yloxy)ethyl methanesulfonate), O.C1(=CC=C(C=C1)S(=O)(=O)O)C (p-toluenesulfonic acid monohydrate). The solvent is CO (methanol). Run at temperature 50 celsius, time 1 hour. Yields the product CS(=O)(=O)OC[C@H](O)C1=CC=C(C=C1)Cl ((R)-2-(4-chlorophenyl)-2-hydroxyethyl Methanesulfonate). RXN SMILES: C1(C)C=CC=CC=1.[CH3:8][S:9]([O:12][CH2:13][CH:14]([C:22]1[CH:27]=[CH:26][C:25]([Cl:28])=[CH:24][CH:23]=1)[O:15]C1CCCCO1)(=[O:11])=[O:10].O.C1(C)C=CC(S(O)(=O)=O)=CC=1>CO>[CH3:8][S:9]([O:12][CH2:13][C@@H:14]([C:22]1[CH:27]=[CH:26][C:25]([Cl:28])=[CH:24][CH:23]=1)[OH:15])(=[O:10])=[O:11] |f:2.3|. Procedure: Into toluene (10 ml) were added 2-(4-chlorophenyl)-2-(3,4,5,6-tetrahydro-[2H]-pyran-2-yloxy)ethyl methanesulfonate (3.0 g), p-toluenesulfonic acid monohydrate (1.7 g) and methanol (0.5 g), and the resulting mixture was stirred at 50° C. for 1 hour. The reaction mixture was washed with a saturated aqueous sodium hydrogen carbonate solution, then with a saturated aqueous sodium chloride solution, and dried with anhydrous magnesium sulfate. The desiccant was filtered off and then the solvent was di...